Dataset: the Open Reaction Database (ORD), a public repository of structured organic reaction records. Task: describe an organic reaction: reactants, conditions, products, and yield Starting materials: [Na] (Sodium), C(C)O[C@@H]1[C@H](C[C@@H]2CC[C@H]3[C@@H]4CCC5([C@@]4(C)CC([C@@H]3[C@]2(C1)C)=NO)OCCO5)O (2β-ethoxy-17,17-ethylenedioxy-3α-hydroxy-5α-androstan-11-one 11-oxime). The solvent is C(CC)O (propanol). Yields the product N[C@H]1[C@@H]2[C@]3(C[C@@H]([C@H](C[C@@H]3CC[C@H]2[C@@H]2CCC([C@@]2(C)C1)=O)O)OCC)C (11α-Amino-2β-ethoxy-3α-hydroxy-5α-androstan-17-one). As a reaction SMILES: [Na].[CH2:2]([O:4][C@H:5]1[CH2:22][C@@:21]2([CH3:23])[C@@H:8]([CH2:9][CH2:10][C@@H:11]3[C@@H:20]2[C:19](=[N:24]O)[CH2:18][C@@:16]2([CH3:17])[C@H:12]3[CH2:13][CH2:14][C:15]32OCC[O:26]3)[CH2:7][C@@H:6]1[OH:30])[CH3:3]>C(O)CC>[NH2:24][C@@H:19]1[CH2:18][C@@:16]2([CH3:17])[C@@H:12]([CH2:13][CH2:14][C:15]2=[O:26])[C@H:11]2[C@H:20]1[C@:21]1([CH3:23])[C@@H:8]([CH2:9][CH2:10]2)[CH2:7][C@H:6]([OH:30])[C@@H:5]([O:4][CH2:2][CH3:3])[CH2:22]1 |^1:0|. Procedure details: Sodium (7.5 g) was added portionwise to a refluxing solution of 2β-ethoxy-17,17-ethylenedioxy-3α-hydroxy-5α-androstan-11-one 11-oxime (5.7 g) in propanol (400 ml) under nitrogen. Most of the solvent was evaporated in vacuo, water was added and the precipitated material was extracted into ethyl acetate. The washed extract was evaporated in vacuo and the residue was partitioned between ether and 2 N-hydrochloric acid. The aqueous layer was basified, extracted into ethyl acetate, washed, dried (Na2... Reactants: ClC(=O)OC (methyl chloroformate), CCN(C(C)C)C(C)C (DIPEA), ClC1=C(C(=CC=C1)Cl)C=1SC=2C(=NC=C(C2N1)F)N (2-(2,6-dichlorophenyl)-7-fluorothiazolo[5,4-c]pyridin-4-ylamine). The solvent is C1CCOC1 (THF). Run at time 2.5 hour. The product is COC(NC1=NC=C(C2=C1SC(=N2)C2=C(C=CC=C2Cl)Cl)F)=O ([2-(2,6-Dichlorophenyl)-7-fluorothiazolo[5,4-c]pyridin-4-yl]-carbamic acid methyl ester). Isolated yield 20.3%. As a reaction SMILES: Cl[C:2]([O:4][CH3:5])=[O:3].CCN(C(C)C)C(C)C.[Cl:15][C:16]1[CH:21]=[CH:20][CH:19]=[C:18]([Cl:22])[C:17]=1[C:23]1[S:24][C:25]2[C:26]([NH2:33])=[N:27][CH:28]=[C:29]([F:32])[C:30]=2[N:31]=1>C1COCC1>[CH3:5][O:4][C:2](=[O:3])[NH:33][C:26]1[C:25]2[S:24][C:23]([C:17]3[C:18]([Cl:22])=[CH:19][CH:20]=[CH:21][C:16]=3[Cl:15])=[N:31][C:30]=2[C:29]([F:32])=[CH:28][N:27]=1. Procedure: To a solution of methyl chloroformate (18 mg, 0.191 mmol) and DIPEA (42 μL, 0.24 mmol) in THF (1.0 mL) was added 2-(2,6-dichlorophenyl)-7-fluorothiazolo[5,4-c]pyridin-4-ylamine (50 mg, 0.159 mmol). The reaction mixture was stirred at room temperature for 2.5 hours, then heated at 50° C. for 2 hours and left standing at room temperature for 18 hours. The crude reaction mixture was partitioned between EtOAc and brine. The aqueous phase was extracted with EtOAc and the combined organic layers were ...